From a dataset of the Open Reaction Database (ORD), a public repository of structured organic reaction records. describe an organic reaction: reactants, conditions, products, and yield Reactants: CN1CC2N(C3=C(CN4C2=C(C=2C=CC=CC24)C=O)C=CC=C3)CC1 (1,3,4,16b-tetrahydro-2-methyl-2H,10H-indolo[2,1-c]pyrazino[1,2-a][1,4]benzodiazepine-16-carboxaldehyde), B#B (diborane), CO (methanol), C(C)(=O)O (acetic acid). The solvent is O1CCCC1 (tetrahydrofuran), O1CCCC1 (tetrahydrofuran). Run at time 1 hour. Product: CN1CC2N(C3=C(CN4C2=C(C=2C=CC=CC24)C)C=CC=C3)CC1 (1,3,4,16b-tetrahydro-2,16-dimethyl-2H,10H-indolo[2,1-c]pyrazino[1,2-a][1,4]benzodiazepine). As a reaction SMILES: [CH3:1][N:2]1[CH2:25][CH2:24][N:5]2[C:6]3[CH:23]=[CH:22][CH:21]=[CH:20][C:7]=3[CH2:8][N:9]3[C:17]4[CH:16]=[CH:15][CH:14]=[CH:13][C:12]=4[C:11]([CH:18]=O)=[C:10]3[CH:4]2[CH2:3]1.B#B.CO.C(O)(=O)C>O1CCCC1>[CH3:1][N:2]1[CH2:25][CH2:24][N:5]2[C:6]3[CH:23]=[CH:22][CH:21]=[CH:20][C:7]=3[CH2:8][N:9]3[C:17]4[CH:16]=[CH:15][CH:14]=[CH:13][C:12]=4[C:11]([CH3:18])=[C:10]3[CH:4]2[CH2:3]1. Procedure: To a solution of 1.4 g of 1,3,4,16b-tetrahydro-2-methyl-2H,10H-indolo[2,1-c]pyrazino[1,2-a][1,4]benzodiazepine-16-carboxaldehyde in 35 ml tetrahydrofuran is added 17 ml of 1M diborane in tetrahydrofuran. The reaction mixture is heated at reflux temperature for 5 hours. The reaction is then treated with 10 ml methanol and 3.5 ml acetic acid and heating is continued for an additional 1 hour. The solvent is evaporated under reduced pressure and the residue is dissolved in methylene chloride and was...